This data is from the Open Reaction Database (ORD), a public repository of structured organic reaction records. The task is: describe an organic reaction: reactants, conditions, products, and yield The reactants are C1(CC1)N1C=C(C(C2=C(C(=C(C=C12)Br)F)C)=O)C(=O)O (1-cyclopropyl-6-fluoro-7-bromo-5-methyl-1,4-dihydro-4-oxoquinoline-3-carboxylic acid), CC1CNCCN1 (3-methylpiperazine). Run in CN1C(CCC1)=O (N-methyl-2-pyrrolidone). Run at temperature 90 celsius. Product: C1(CC1)N1C=C(C(C2=C(C(=C(C=C12)N1CC(NCC1)C)F)C)=O)C(=O)O (1-cyclopropyl-6-fluoro-7-(3-methyl-1-piperazinyl)-5-methyl-1,4-dihydro-4-oxoquinoline-3-carboxylic acid). Yield: 50.6%. RXN SMILES: [CH:1]1([N:4]2[C:13]3[C:8](=[C:9]([CH3:16])[C:10]([F:15])=[C:11](Br)[CH:12]=3)[C:7](=[O:17])[C:6]([C:18]([OH:20])=[O:19])=[CH:5]2)[CH2:3][CH2:2]1.[CH3:21][CH:22]1[NH:27][CH2:26][CH2:25][NH:24][CH2:23]1>CN1CCCC1=O>[CH:1]1([N:4]2[C:13]3[C:8](=[C:9]([CH3:16])[C:10]([F:15])=[C:11]([N:24]4[CH2:25][CH2:26][NH:27][CH:22]([CH3:21])[CH2:23]4)[CH:12]=3)[C:7](=[O:17])[C:6]([C:18]([OH:20])=[O:19])=[CH:5]2)[CH2:3][CH2:2]1. Procedure details: To a solution of 1-cyclopropyl-6-fluoro-7-bromo-5-methyl-1,4-dihydro-4-oxoquinoline-3-carboxylic acid (0.58 g) in N-methyl-2-pyrrolidone (5 ml) is added 3-methylpiperazine (0.65 g), and the mixture is heated at 90° C. for 20 minutes. After the solvent is distilled off under reduced pressure, ethanol is added to the residue, and the crystals are separated by filtration and are recrystallized from ethyl acetate-ethanol to give 1-cyclopropyl-6-fluoro-7-(3-methyl-1-piperazinyl)-5-methyl-1,4-dihydro-... The reactants are COc1cc(OC)nc(S(C)(=O)=O)n1, CCOc1oc(-c2c(O)cccc2Cl)nc1C(C)C, O=C([O-])[O-], CN(C)C=O, O. Product: CCOc1oc(-c2c(Cl)cccc2Oc2nc(OC)cc(OC)n2)nc1C(C)C. Reaction SMILES: [CH3:25][S:26](=[O:27])(=[O:28])[c:29]1[n:30][c:31]([O:37][CH3:38])[cH:32][c:33]([O:35][CH3:36])[n:34]1.[CH3:6][CH:7]([CH3:8])[c:9]1[n:10][c:11](-[c:17]2[c:18]([Cl:24])[cH:19][cH:20][cH:21][c:22]2[OH:23])[o:12][c:13]1[O:14][CH2:15][CH3:16].[O-:39][C:40](=[O:41])[O-:42].[O:1]=[CH:2][N:3]([CH3:4])[CH3:5].[OH2:43]>>[CH3:6][CH:7]([CH3:8])[c:9]1[n:10][c:11](-[c:17]2[c:18]([Cl:24])[cH:19][cH:20][cH:21][c:22]2[O:23][c:29]2[n:30][c:31]([O:37][CH3:38])[cH:32][c:33]([O:35][CH3:36])[n:34]2)[o:12][c:13]1[O:14][CH2:15][CH3:16].